From a dataset of the Open Reaction Database (ORD), a public repository of structured organic reaction records. describe an organic reaction: reactants, conditions, products, and yield The reactants are CCN(CC)c1ccccc1, COc1c(Cl)cc(N)cc1Cl, CC(C)OC(=O)Cl, c1ccccc1. RXN SMILES: [CH2:12]([N:13]([CH2:14][CH3:15])[c:16]1[cH:17][cH:18][cH:19][cH:20][cH:21]1)[CH3:22].[Cl:1][c:2]1[cH:3][c:4]([NH2:5])[cH:6][c:7]([Cl:11])[c:8]1[O:9][CH3:10].[Cl:23][C:24](=[O:25])[O:26][CH:27]([CH3:28])[CH3:29].[cH:30]1[cH:31][cH:32][cH:33][cH:34][cH:35]1>>[Cl:1][c:2]1[cH:3][c:4]([NH:5][C:24](=[O:25])[O:26][CH:27]([CH3:28])[CH3:29])[cH:6][c:7]([Cl:11])[c:8]1[O:9][CH3:10]. Yields the product COc1c(Cl)cc(NC(=O)OC(C)C)cc1Cl. Procedure: 3,3-Dimethyl-6-nitro-indan-1-one (22.2 g, 54.1 mmol) and platinum oxide (0.44 g, 1.94 mmol) in 30 mL of ethyl acetate and 60 mL of methanol was hydrogenated on a Parr Shaker for 40 min. The mixture was filtered through a pad of celite. The filtrate was evaporated and the residue was triturated with hexane to give 18.4 g (97% yield) of the title product as yellow solids; 1H-NMR (CDCl3) δ1.38 (s, 6H), 2.56 (s, 2H), 6.98 (d, J=2.3 Hz, 1H), 7.02 (dd, J=2.3, 8.2 Hz, 1H), 7.30 (d, J=8.2 Hz, 1H); MS m/... Yield: 194.1%. The reagents and catalysts are [Pt]=O (platinum oxide). Starting materials: CC1(CC(C2=CC(=CC=C12)[N+](=O)[O-])=O)C (3,3-Dimethyl-6-nitro-indan-1-one). Reaction SMILES: [CH3:1][C:2]1([CH3:15])[C:10]2[C:5](=[CH:6][C:7]([N+:11]([O-])=O)=[CH:8][CH:9]=2)[C:4](=[O:14])[CH2:3]1>C(OCC)(=O)C.CO.[Pt]=O>[NH2:11][C:7]1[CH:6]=[C:5]2[C:10]([C:2]([CH3:15])([CH3:1])[CH2:3][C:4]2=[O:14])=[CH:9][CH:8]=1. The product is NC1=CC=C2C(CC(C2=C1)=O)(C)C (6-Amino-3,3-dimethyl-indan-1-one). The solvent is C(C)(=O)OCC (ethyl acetate), CO (methanol). Starting materials: C(C)(=O)CN1C(=NC(=C1SC1=CC(=CC(=C1)Cl)Cl)C(C)C)COCC1=CC=C(C=C1)OC (1-acetylmethyl-5-(3,5-dichlorophenylthio)-4-isopropyl-2-(p-methoxybenzyloxymethyl)-1H-imidazole), N(=[N+]=[N-])CC=1N(C(=C(N1)SC1=CC(=CC(=C1)F)F)C(C)C)CC (2-Azidomethyl-4-(3,5-difluorophenylthio)-1-ethyl-5-isopropyl-1H-imidazole). Product: C(C)(=O)CN1C(=NC(=C1SC1=CC(=CC(=C1)Cl)Cl)C(C)C)CO ([1-acetylmethyl-5-(3,5-dichlorophenylthio)-4-isopropyl-1H-imidazol-2-yl]methanol). Reaction SMILES: [C:1]([CH2:4][N:5]1[C:9]([S:10][C:11]2[CH:16]=[C:15]([Cl:17])[CH:14]=[C:13]([Cl:18])[CH:12]=2)=[C:8]([CH:19]([CH3:21])[CH3:20])[N:7]=[C:6]1[CH2:22][O:23]CC1C=CC(OC)=CC=1)(=[O:3])[CH3:2].N(CC1N(CC)C(C(C)C)=C(SC2C=C(F)C=C(F)C=2)N=1)=[N+]=[N-]>>[C:1]([CH2:4][N:5]1[C:9]([S:10][C:11]2[CH:16]=[C:15]([Cl:17])[CH:14]=[C:13]([Cl:18])[CH:12]=2)=[C:8]([CH:19]([CH3:20])[CH3:21])[N:7]=[C:6]1[CH2:22][OH:23])(=[O:3])[CH3:2]. Procedure: Compound I-32 was obtained from 1-acetylmethyl-5-(3,5-dichlorophenylthio)-4-isopropyl-2-(p-methoxybenzyloxymethyl)-1H-imidazole (17v) by the same synthetic process as that for Compound I-16 in Example 16 (yield 45%). mp 165-167° C. Starting materials: FC(F)(F)Oc1cccc(COC2CCNCC2C(c2ccccc2)c2ccccc2)c1, Cl, O=C(O)c1cc(C(F)(F)F)cc(C(F)(F)F)c1. Product: O=C(c1cc(C(F)(F)F)cc(C(F)(F)F)c1)N1CCC(OCc2cccc(OC(F)(F)F)c2)C(C(c2ccccc2)c2ccccc2)C1. Reaction SMILES: [CH:2]([c:3]1[cH:4][cH:5][cH:6][cH:7][cH:8]1)([c:9]1[cH:10][cH:11][cH:12][cH:13][cH:14]1)[CH:15]1[CH2:16][NH:17][CH2:18][CH2:19][CH:20]1[O:21][CH2:22][c:23]1[cH:24][c:25]([O:29][C:30]([F:31])([F:32])[F:33])[cH:26][cH:27][cH:28]1.[ClH:1].[F:34][C:35]([c:36]1[cH:37][c:38]([C:39](=[O:40])[OH:41])[cH:42][c:43]([C:45]([F:46])([F:47])[F:48])[cH:44]1)([F:49])[F:50]>>[CH:2]([c:3]1[cH:4][cH:5][cH:6][cH:7][cH:8]1)([c:9]1[cH:10][cH:11][cH:12][cH:13][cH:14]1)[CH:15]1[CH2:16][N:17]([C:39]([c:38]2[cH:37][c:36]([C:35]([F:34])([F:49])[F:50])[cH:44][c:43]([C:45]([F:46])([F:47])[F:48])[cH:42]2)=[O:40])[CH2:18][CH2:19][CH:20]1[O:21][CH2:22][c:23]1[cH:24][c:25]([O:29][C:30]([F:31])([F:32])[F:33])[cH:26][cH:27][cH:28]1. Starting materials: CCN(C(C)C)C(C)C, FC(F)(F)c1nnc2ccc(Cl)nn12, CC(C)(C)OC(=O)N1CCN(CCOc2ccc(C3CCNCC3)cc2)CC1, CN(C)C=O. The product is CC(C)(C)OC(=O)N1CCN(CCOc2ccc(C3CCN(c4ccc5nnc(C(F)(F)F)n5n4)CC3)cc2)CC1. Reaction SMILES: [CH:1]([N:2]([CH2:3][CH3:4])[CH:5]([CH3:6])[CH3:7])([CH3:8])[CH3:9].[Cl:10][c:11]1[cH:12][cH:13][c:14]2[n:15]([n:16]1)[c:17]([C:20]([F:21])([F:22])[F:23])[n:18][n:19]2.[NH:24]1[CH2:25][CH2:26][CH:27]([c:30]2[cH:31][cH:32][c:33]([O:34][CH2:35][CH2:36][N:37]3[CH2:38][CH2:39][N:40]([C:43](=[O:44])[O:45][C:46]([CH3:47])([CH3:48])[CH3:49])[CH2:41][CH2:42]3)[cH:50][cH:51]2)[CH2:28][CH2:29]1.[O:52]=[CH:53][N:54]([CH3:55])[CH3:56]>>[c:11]1([N:24]2[CH2:25][CH2:26][CH:27]([c:30]3[cH:31][cH:32][c:33]([O:34][CH2:35][CH2:36][N:37]4[CH2:38][CH2:39][N:40]([C:43](=[O:44])[O:45][C:46]([CH3:47])([CH3:48])[CH3:49])[CH2:41][CH2:42]4)[cH:50][cH:51]3)[CH2:28][CH2:29]2)[cH:12][cH:13][c:14]2[n:15]([n:16]1)[c:17]([C:20]([F:21])([F:22])[F:23])[n:18][n:19]2. Reactants: CCOC(=O)CCCCCCC(CCCC(O)COCc1ccco1)C(C)=O, CCOC(=O)CCCCCCC(CCCC(O)COc1ccc(F)cc1)C(C)=O. Product: CC(=O)C(CCCCCCC(=O)O)CCCC(O)COCc1ccco1. Reaction SMILES: [C:1]([CH3:2])(=[O:3])[CH:4]([CH2:5][CH2:6][CH2:7][CH2:8][CH2:9][CH2:10][C:11](=[O:12])[O:13][CH2:14][CH3:15])[CH2:16][CH2:17][CH2:18][CH:19]([CH2:20][O:21][CH2:22][c:23]1[cH:24][cH:25][cH:26][o:27]1)[OH:28].[C:29]([CH:30]([CH2:31][CH2:32][CH2:33][CH:34]([OH:35])[CH2:36][O:37][c:38]1[cH:39][cH:40][c:41]([F:42])[cH:43][cH:44]1)[CH2:45][CH2:46][CH2:47][CH2:48][CH2:49][CH2:50][C:51]([O:52][CH2:53][CH3:54])=[O:55])(=[O:56])[CH3:57]>>[C:1]([CH3:2])(=[O:3])[CH:4]([CH2:5][CH2:6][CH2:7][CH2:8][CH2:9][CH2:10][C:11](=[O:12])[OH:13])[CH2:16][CH2:17][CH2:18][CH:19]([CH2:20][O:21][CH2:22][c:23]1[cH:24][cH:25][cH:26][o:27]1)[OH:28]. Starting materials: CCOC(=O)CCCOc1ccc(OCCCCCOC(C)=O)c(CCC(=O)OCC)c1, CCO, O, Cc1ccc(S(=O)(=O)O)cc1. The product is CCOC(=O)CCCOc1ccc(OCCCCCO)c(CCC(=O)OCC)c1. As a reaction SMILES: [CH2:1]([CH3:2])[O:3][C:4]([CH2:5][CH2:6][c:7]1[c:8]([O:22][CH2:23][CH2:24][CH2:25][CH2:26][CH2:27][O:28][C:29](=[O:30])[CH3:31])[cH:9][cH:10][c:11]([O:13][CH2:14][CH2:15][CH2:16][C:17](=[O:18])[O:19][CH2:20][CH3:21])[cH:12]1)=[O:32].[CH3:45][CH2:46][OH:47].[OH2:33].[c:34]1([CH3:35])[cH:36][cH:37][c:38]([S:39]([OH:40])(=[O:41])=[O:42])[cH:43][cH:44]1>>[CH2:1]([CH3:2])[O:3][C:4]([CH2:5][CH2:6][c:7]1[c:8]([O:22][CH2:23][CH2:24][CH2:25][CH2:26][CH2:27][OH:28])[cH:9][cH:10][c:11]([O:13][CH2:14][CH2:15][CH2:16][C:17](=[O:18])[O:19][CH2:20][CH3:21])[cH:12]1)=[O:32]. Reactants: COc1cc2cc(C3CCCCC3)sc2c(Cl)c1Cl, Cl, O, c1ccncc1. The product is Oc1cc2cc(C3CCCCC3)sc2c(Cl)c1Cl. As a reaction SMILES: [Cl:1][c:2]1[c:3]([O:18][CH3:19])[cH:4][c:5]2[c:6]([s:7][c:8]([CH:10]3[CH2:11][CH2:12][CH2:13][CH2:14][CH2:15]3)[cH:9]2)[c:16]1[Cl:17].[ClH:20].[OH2:27].[n:21]1[cH:22][cH:23][cH:24][cH:25][cH:26]1>>[Cl:1][c:2]1[c:3]([OH:18])[cH:4][c:5]2[c:6]([s:7][c:8]([CH:10]3[CH2:11][CH2:12][CH2:13][CH2:14][CH2:15]3)[cH:9]2)[c:16]1[Cl:17]. Starting materials: C(=O)NNC(=S)N (formylthiosemicarbazide), ClC1C(CCCC1)=O (2-chlorocyclohexanone), Cl.NC1=NN(CC1)C=1SC2=C(N1)CCCC2 (3-amino-1-(4,5,6,7-tetrahydro-benzothiazolyl)-2-pyrazoline hydrochloride). Solvent: CN(C=O)C (dimethylformamide). Run at time 3 hour. The product is Cl.C(=O)NNC=1SC2=C(N1)CCCC2 (1-formyl-2-(4,5,6,7-tetrahydro-benzothiazolyl)-hydrazine hydrochloride). Reaction SMILES: Cl.N[C:3]1CC[N:5]([C:8]2[S:9][C:10]3[CH2:16][CH2:15][CH2:14][CH2:13][C:11]=3[N:12]=2)[N:4]=1.C(NNC(N)=S)=[O:18].[Cl:24]C1CCCCC1=O>CN(C)C=O>[ClH:24].[CH:3]([NH:4][NH:5][C:8]1[S:9][C:10]2[CH2:16][CH2:15][CH2:14][CH2:13][C:11]=2[N:12]=1)=[O:18] |f:0.1,5.6|. Reported procedure: The 2-hydrazino-4,5,6,7-tetrahydro-benzothiazole hydrochloride used above is prepared in accordance with the method of Y.Usui [CA 70,96685 (1969)] via Hantzsch synthesis, with better yields by modification of the conditions. A mixture of 20 g of formylthiosemicarbazide, 22.3 g of 2-chlorocyclohexanone and 150 ml of dimethylformamide is kept at 70°-80° C. for 3 hours. On cooling, some of the product crystallises out. The dimethylformamide is distilled off in vacuo and the residue is recrystallise...